From a dataset of the Open Reaction Database (ORD), a public repository of structured organic reaction records. describe an organic reaction: reactants, conditions, products, and yield Starting materials: C1CCOC1, O=C1CC(c2ccccc2)Oc2ccc(O)cc21. The product is Oc1ccc2c(c1)C(O)CC(c1ccccc1)O2. Reaction SMILES: [CH2:19]1[O:20][CH2:21][CH2:22][CH2:23]1.[OH:1][c:2]1[cH:3][cH:4][c:5]2[c:11]([cH:12]1)[C:9](=[O:10])[CH2:8][CH:7]([c:13]1[cH:14][cH:15][cH:16][cH:17][cH:18]1)[O:6]2>>[OH:1][c:2]1[cH:3][cH:4][c:5]2[c:11]([cH:12]1)[CH:9]([OH:10])[CH2:8][CH:7]([c:13]1[cH:14][cH:15][cH:16][cH:17][cH:18]1)[O:6]2. Starting materials: CO, Cl, COC(=O)c1cc2c(COCCN3CCCC3=O)cn(Cc3ccc(F)cc3)c2cn1, [Li+], [OH-]. The product is O=C(O)c1cc2c(COCCN3CCCC3=O)cn(Cc3ccc(F)cc3)c2cn1. As a reaction SMILES: [CH3:35][OH:36].[ClH:34].[F:1][c:2]1[cH:3][cH:4][c:5]([CH2:6][n:7]2[cH:8][c:9]([CH2:20][O:21][CH2:22][CH2:23][N:24]3[C:25](=[O:29])[CH2:26][CH2:27][CH2:28]3)[c:10]3[c:11]2[cH:12][n:13][c:14]([C:16](=[O:17])[O:18][CH3:19])[cH:15]3)[cH:30][cH:31]1.[Li+:33].[OH-:32]>>[F:1][c:2]1[cH:3][cH:4][c:5]([CH2:6][n:7]2[cH:8][c:9]([CH2:20][O:21][CH2:22][CH2:23][N:24]3[C:25](=[O:29])[CH2:26][CH2:27][CH2:28]3)[c:10]3[c:11]2[cH:12][n:13][c:14]([C:16](=[O:17])[OH:18])[cH:15]3)[cH:30][cH:31]1. As a reaction SMILES: [I:1][C:2]1[CH:10]=[C:9]2[C:5]([C:6]([CH3:12])([CH3:11])[CH2:7][NH:8]2)=[CH:4][CH:3]=1.Cl[C:14]1[C:23]2[C:18](=[CH:19][CH:20]=[C:21]([Cl:24])[CH:22]=2)[N:17]=[C:16]([CH3:25])[C:15]=1[CH3:26]>>[Cl:24][C:21]1[CH:22]=[C:23]2[C:18](=[CH:19][CH:20]=1)[N:17]=[C:16]([CH3:25])[C:15]([CH3:26])=[C:14]2[N:8]1[C:9]2[C:5](=[CH:4][CH:3]=[C:2]([I:1])[CH:10]=2)[C:6]([CH3:12])([CH3:11])[CH2:7]1. Product: ClC=1C=C2C(=C(C(=NC2=CC1)C)C)N1CC(C2=CC=C(C=C12)I)(C)C (6-chloro-4-(6-iodo-3,3-dimethylindolin-1-yl)-2,3-dimethylquinoline). Reported procedure: Prepared according to procedure M using 6-iodo-3,3-dimethylindoline (0.604 g, 2.21 mmol) and 4,6-dichloro-2,3-dimethylquinoline (0.5 g, 2.21 mmol) to give 6-chloro-4-(6-iodo-3,3-dimethylindolin-1-yl)-2,3-dimethylquinoline as a brown solid: Mass Spectrum (ESI) m/e=463.0 (M+1). Reactants: IC1=CC=C2C(CNC2=C1)(C)C (6-iodo-3,3-dimethylindoline), ClC1=C(C(=NC2=CC=C(C=C12)Cl)C)C (4,6-dichloro-2,3-dimethylquinoline). Starting materials: C(C)(=O)O.N1CCC(CC1)C(C)NC=O (N-(1-Piperidin-4-yl-ethyl)-formamide; compound with acetic acid), ClC1=NC=CC(=N1)Cl (2,4-dichloro-pyrimidine), C(C)N(C(C)C)C(C)C (ethyl-diisopropyl-amine). Run in C(C)O (ethanol). The product is N1=CC=C(C=C1)C(C)NC=O (N-(1-pyridin-4-yl-ethyl)-formamide). Reaction SMILES: C(O)(=O)C.[NH:5]1[CH2:10][CH2:9][CH:8]([CH:11]([NH:13][CH:14]=[O:15])[CH3:12])[CH2:7][CH2:6]1.ClC1N=C(Cl)C=CN=1.C(N(C(C)C)C(C)C)C>C(O)C>[N:5]1[CH:10]=[CH:9][C:8]([CH:11]([NH:13][CH:14]=[O:15])[CH3:12])=[CH:7][CH:6]=1 |f:0.1|. Procedure: N-(1-Piperidin-4-yl-ethyl)-formamide; compound with acetic acid (350 mg, 1.61 mmol), 2,4-dichloro-pyrimidine (265 mg, 1.78 mmol) and ethyl-diisopropyl-amine (848 mg, 6.56 mmol) in 20 ml of ethanol were heated under reflux for 5 hours. The mixture was evaporated and the residue dissolved in water and extracted with ethyl acetate. The organic layer was dried with MgSO4 and evaporated. The reactants are O=C=NS(=O)(=O)c1ccc(F)cc1, CCCCCC(CC)Cc1nc(C)c2c(=O)[nH]c(-c3cc(N)ccc3OCC)nn12, C1CCOC1. The product is CCCCCC(CC)Cc1nc(C)c2c(=O)[nH]c(-c3cc(NC(=O)NS(=O)(=O)c4ccc(F)cc4)ccc3OCC)nn12. RXN SMILES: [F:31][c:32]1[cH:33][cH:34][c:35]([S:38](=[O:39])(=[O:40])[N:41]=[C:42]=[O:43])[cH:36][cH:37]1.[NH2:1][c:2]1[cH:3][cH:4][c:5]([O:28][CH2:29][CH3:30])[c:6](-[c:8]2[n:9][n:10]3[c:11]([c:12](=[O:14])[nH:13]2)[c:15]([CH3:27])[n:16][c:17]3[CH2:18][CH:19]([CH2:20][CH2:21][CH2:22][CH2:23][CH3:24])[CH2:25][CH3:26])[cH:7]1.[O:44]1[CH2:45][CH2:46][CH2:47][CH2:48]1>>[NH:1]([c:2]1[cH:3][cH:4][c:5]([O:28][CH2:29][CH3:30])[c:6](-[c:8]2[n:9][n:10]3[c:11]([c:12](=[O:14])[nH:13]2)[c:15]([CH3:27])[n:16][c:17]3[CH2:18][CH:19]([CH2:20][CH2:21][CH2:22][CH2:23][CH3:24])[CH2:25][CH3:26])[cH:7]1)[C:42]([NH:41][S:38]([c:35]1[cH:34][cH:33][c:32]([F:31])[cH:37][cH:36]1)(=[O:39])=[O:40])=[O:43].